Dataset: the Open Reaction Database (ORD), a public repository of structured organic reaction records. Task: describe an organic reaction: reactants, conditions, products, and yield Starting materials: O=C([O-])[O-], [Cs+], [Cs+], O=C(O)C(F)(F)F, ICCOCCI, Cc1cc(C2CCN(C(=O)C3CC(C)(N)CC3c3ccc(F)cc3F)CC2)n(-c2ccc(F)c(Cl)c2)n1. Yields the product O=C(O)C(F)(F)F, Cc1cc(C2CCN(C(=O)C3CC(C)(N4CCOCC4)CC3c3ccc(F)cc3F)CC2)n(-c2ccc(F)c(Cl)c2)n1. RXN SMILES: [C:45](=[O:46])([O-:47])[O-:48].[Cs+:49].[Cs+:50].[F:1][C:2]([C:3](=[O:4])[OH:5])([F:6])[F:7].[I:51][CH2:52][CH2:53][O:54][CH2:55][CH2:56][I:57].[NH2:8][C:9]1([CH3:44])[CH2:10][CH:11]([c:36]2[c:37]([F:43])[cH:38][c:39]([F:42])[cH:40][cH:41]2)[CH:12]([C:14](=[O:15])[N:16]2[CH2:17][CH2:18][CH:19]([c:22]3[cH:23][c:24]([CH3:35])[n:25][n:26]3-[c:27]3[cH:28][c:29]([Cl:34])[c:30]([F:33])[cH:31][cH:32]3)[CH2:20][CH2:21]2)[CH2:13]1>>[F:1][C:2]([C:3](=[O:4])[OH:5])([F:6])[F:7].[N:8]1([C:9]2([CH3:44])[CH2:10][CH:11]([c:36]3[c:37]([F:43])[cH:38][c:39]([F:42])[cH:40][cH:41]3)[CH:12]([C:14](=[O:15])[N:16]3[CH2:17][CH2:18][CH:19]([c:22]4[cH:23][c:24]([CH3:35])[n:25][n:26]4-[c:27]4[cH:28][c:29]([Cl:34])[c:30]([F:33])[cH:31][cH:32]4)[CH2:20][CH2:21]3)[CH2:13]2)[CH2:52][CH2:53][O:54][CH2:55][CH2:56]1. The reactants are BrC1=NC=C(C=C1)CO[Si](C)(C)C(C)(C)C (2-bromo-5-(tert-butyldimethylsilyloxymethyl)pyridine), C(=C)[Sn](CCCC)(CCCC)CCCC (vinyltributylstannane), N#N (N2). Reagents/catalysts: Cl[Pd]([P](C1=CC=CC=C1)(C2=CC=CC=C2)C3=CC=CC=C3)([P](C4=CC=CC=C4)(C5=CC=CC=C5)C6=CC=CC=C6)Cl (Pd(PPh3)2Cl2). Run in O1CCOCC1 (1,4-dioxane). The product is [Si](C)(C)(C(C)(C)C)OCC=1C=CC(=NC1)C=C (5-(Tert-Butyldimethylsilanyloxymethyl)-2-vinylpyridine). Yield: 83.8%. RXN SMILES: Br[C:2]1[CH:7]=[CH:6][C:5]([CH2:8][O:9][Si:10]([C:13]([CH3:16])([CH3:15])[CH3:14])([CH3:12])[CH3:11])=[CH:4][N:3]=1.[CH:17]([Sn](CCCC)(CCCC)CCCC)=[CH2:18].N#N>O1CCOCC1.Cl[Pd](Cl)([P](C1C=CC=CC=1)(C1C=CC=CC=1)C1C=CC=CC=1)[P](C1C=CC=CC=1)(C1C=CC=CC=1)C1C=CC=CC=1>[Si:10]([O:9][CH2:8][C:5]1[CH:6]=[CH:7][C:2]([CH:17]=[CH2:18])=[N:3][CH:4]=1)([C:13]([CH3:16])([CH3:15])[CH3:14])([CH3:12])[CH3:11] |^1:42,61|. Reported procedure: A solution of 2-bromo-5-(tert-butyldimethylsilyloxymethyl)pyridine (1.0 g, 3.3 mmol) and vinyltributylstannane (2.09 g, 6.6 mmol) in 1,4-dioxane (30 ml) was degassed with a stream of N2 for 15 min and then Pd(PPh3)2Cl2 (116 mg, 5 mol %) was added and the reaction mixture heated at reflux under N2 for 20 h. After cooling to room temperature, the solvent were removed under reduced pressure and the mixture was azeotroped with xylene (2×10 ml). The residue was purified by column chromatography on si... Reactants: CON=C(C)[C@H]1[C@@H](C1)C=1SC(=CC1)Cl (trans 1-[2-(5-Chloro-thiophen-2-yl)cyclopropyl]-ethanone O-methyl-oxime), C(#N)[BH3-].[Na+] (sodium cyanoborohydride). Run in C(C)(=O)O (acetic acid). Reaction conditions: time 16 hour. Yields the product ClC1=CC=C(S1)[C@H]1[C@@H](C1)C(C)NOC (trans N-{1-[2-(5-chloro-thiophen-2-yl)-cyclopropyl]-ethyl}-O-methyl-hydroxylamine). Isolated yield 75.5%. As a reaction SMILES: [CH3:1][O:2][N:3]=[C:4]([C@@H:6]1[CH2:8][C@H:7]1[C:9]1[S:10][C:11]([Cl:14])=[CH:12][CH:13]=1)[CH3:5].C([BH3-])#N.[Na+]>C(O)(=O)C>[Cl:14][C:11]1[S:10][C:9]([C@@H:7]2[CH2:8][C@H:6]2[CH:4]([NH:3][O:2][CH3:1])[CH3:5])=[CH:13][CH:12]=1 |f:1.2|. Procedure details: To a stirred solution of trans 1-[2-(5-Chloro-thiophen-2-yl)cyclopropyl]-ethanone O-methyl-oxime (1.2 g; 5.2 mmol) prepared as described in example P25, in acetic acid (15 ml) at ambient temperature was added portionwise sodium cyanoborohydride (1.0 g; 15.7 mmol). The reaction mixture was stirred for 16 hours at ambient temperature then poured on sodium hydroxide solution (0.5M; 150 ml) and extracted with dichloromethane (3×50 ml). Combined organic layers were dried over anhydrous sodium sulphat...